This data is from the Open Reaction Database (ORD), a public repository of structured organic reaction records. The task is: describe an organic reaction: reactants, conditions, products, and yield Reactants: O=C1N(C(C2=CC=CC=C12)=O)CCC(COC1=C(C#N)C=CC(=C1)[N+](=O)[O-])O (2-(4-(1,3-dioxoisoindolin-2-yl)-2-hydroxybutoxy)-4-nitrobenzonitrile), NN (hydrazine). Solvent: CCO (EtOH). Reaction conditions: temperature 50 celsius. The product is NC1=CC(=C(C#N)C=C1)OCC(CCN)O (4-amino-2-(4-amino-2-hydroxybutoxy)benzonitrile). Yield: 59.1%. As a reaction SMILES: O=C1C2C(=CC=CC=2)C(=O)[N:3]1[CH2:12][CH2:13][CH:14]([OH:28])[CH2:15][O:16][C:17]1[CH:24]=[C:23]([N+:25]([O-])=O)[CH:22]=[CH:21][C:18]=1[C:19]#[N:20].NN>CCO>[NH2:25][C:23]1[CH:22]=[CH:21][C:18]([C:19]#[N:20])=[C:17]([O:16][CH2:15][CH:14]([OH:28])[CH2:13][CH2:12][NH2:3])[CH:24]=1. Procedure details: To a mixture of 2-(4-(1,3-dioxoisoindolin-2-yl)-2-hydroxybutoxy)-4-nitrobenzonitrile (2.96 g, 7.76 mmol) in EtOH (28.1 mL) was added hydrazine (12.18 mL, 388 mmol). The reaction mixture was heated at 50° C. for 1.5 h. The reaction mixture was cooled to rt and filtered. The filtrate was concentrated and taken up in CH2Cl2. The solid was filtered off again, and the filtrate was concentrated and purified by Prep-HPLC to obtain 4-amino-2-(4-amino-2-hydroxybutoxy)benzonitrile (1.015 g, 59.1% yield). ... Starting materials: O=C([O-])[O-], CCS, CN(C)C=O, Cl, [Cs+], [Cs+], CS(=O)(=O)c1ccc(F)c(C(=O)O)c1. Product: CCSc1ccc(S(C)(=O)=O)cc1C(=O)O. RXN SMILES: [C:15](=[O:16])([O-:17])[O-:18].[CH2:21]([CH3:22])[SH:23].[CH3:25][N:26]([CH3:27])[CH:28]=[O:29].[ClH:24].[Cs+:19].[Cs+:20].[F:1][c:2]1[c:3]([C:4](=[O:5])[OH:6])[cH:7][c:8]([S:11](=[O:12])(=[O:13])[CH3:14])[cH:9][cH:10]1>>[c:2]1([S:23][CH2:21][CH3:22])[c:3]([C:4](=[O:5])[OH:6])[cH:7][c:8]([S:11](=[O:12])(=[O:13])[CH3:14])[cH:9][cH:10]1. The product is Nc1ccc(Br)c(O)c1. Reaction SMILES: [Br:1][c:2]1[c:3]([O:9][CH3:10])[cH:4][c:5]([NH2:6])[cH:7][cH:8]1.[BrH:13].[Na+:12].[OH-:11]>>[Br:1][c:2]1[c:3]([OH:9])[cH:4][c:5]([NH2:6])[cH:7][cH:8]1. Starting materials: COc1cc(N)ccc1Br, Br, [Na+], [OH-]. Reactants: BrC=1SC2=C(N1)C=CC(=C2)C(C(CC)N(C)C)N2C=NC=C2 (1-(2-bromobenzo[d]thiazol-6-yl)-1-(1H-imidazol-1-yl)-N,N-dimethyl-butan-2-amine), COC(C1=CC=C(C=C1)N)=O (methyl-4-aminobenzoate), Cl (HCl). Solvent: ClCCCl (DCE), CCCCO (n-BuOH). The product is COC(C1=CC=C(C=C1)NC=1SC2=C(N1)C=CC(=C2)C(C(CC)N(C)C)N2C=NC=C2)=O (methyl-4-((6-(2-(dimethylamino)-1-(1H-imidazol-1-yl)butyl)benzo[d]thiazol-2-yl)amino)benzoate). As a reaction SMILES: Br[C:2]1[S:3][C:4]2[CH:10]=[C:9]([CH:11]([N:18]3[CH:22]=[CH:21][N:20]=[CH:19]3)[CH:12]([N:15]([CH3:17])[CH3:16])[CH2:13][CH3:14])[CH:8]=[CH:7][C:5]=2[N:6]=1.[CH3:23][O:24][C:25](=[O:33])[C:26]1[CH:31]=[CH:30][C:29]([NH2:32])=[CH:28][CH:27]=1.Cl>ClCCCl.CCCCO>[CH3:23][O:24][C:25](=[O:33])[C:26]1[CH:31]=[CH:30][C:29]([NH:32][C:2]2[S:3][C:4]3[CH:10]=[C:9]([CH:11]([N:18]4[CH:22]=[CH:21][N:20]=[CH:19]4)[CH:12]([N:15]([CH3:17])[CH3:16])[CH2:13][CH3:14])[CH:8]=[CH:7][C:5]=3[N:6]=2)=[CH:28][CH:27]=1. Procedure: A solution of 1-(2-bromobenzo[d]thiazol-6-yl)-1-(1H-imidazol-1-yl)-N,N-dimethyl-butan-2-amine (30 mg, 0.079 mmol), methyl-4-aminobenzoate (24 mg, 0.16 mmol) in 300 μL DCE and 300 μL n-BuOH was treated with 4N HCl (40 μL, 0.16 mmol) and refluxed overnight. The mixture was then partitioned between DCM and saturated NaHCO3 and the aqueous phase was extracted with DCM. The combined organic extracts were dried over Na2SO4, decanted and concentrated in vacuo. The residue was purified by PTLC using two...